From a dataset of the Open Reaction Database (ORD), a public repository of structured organic reaction records. describe an organic reaction: reactants, conditions, products, and yield Starting materials: C(C1=CC=CC=C1)OC1=C(C=C2CCNC(C2=C1)CC1=CC(=C(C=C1)Cl)Cl)OC (7-benzyloxy-1-(3,4-dichloro-benzyl)-6-methoxy-1,2,3,4-tetrahydro-isoquinoline). Reagents/catalysts: [Pd] (Pd on charcoal). Run in CO (MeOH), ClC1=C(C=CC=C1)Cl (1,2-dichlorobenzene). Run at time 16 hour. The product is ClC=1C=C(CC2NCCC3=CC(=C(C=C23)O)OC)C=CC1Cl (1-(3,4-Dichloro-benzyl)-6-methoxy-1,2,3,4-tetrahydro-isoquinolin-7-ol). Reaction SMILES: C([O:8][C:9]1[CH:18]=[C:17]2[C:12]([CH2:13][CH2:14][NH:15][CH:16]2[CH2:19][C:20]2[CH:25]=[CH:24][C:23]([Cl:26])=[C:22]([Cl:27])[CH:21]=2)=[CH:11][C:10]=1[O:28][CH3:29])C1C=CC=CC=1>CO.ClC1C=CC=CC=1Cl.[Pd]>[Cl:27][C:22]1[CH:21]=[C:20]([CH:25]=[CH:24][C:23]=1[Cl:26])[CH2:19][CH:16]1[C:17]2[C:12](=[CH:11][C:10]([O:28][CH3:29])=[C:9]([OH:8])[CH:18]=2)[CH2:13][CH2:14][NH:15]1. Procedure details: To a solution of 7-benzyloxy-1-(3,4-dichloro-benzyl)-6-methoxy-1,2,3,4-tetrahydro-isoquinoline (14.1 g, 30 mmol) in MeOH (150 mL) and 1,2-dichlorobenzene (30 mL) is added 50% Pd on charcoal (500 mg). The reaction vessel is flushed with nitrogen and then with hydrogen at atmospheric pressure. After stirring at rt for 16 h, the reaction mixture is filtered through Hyflo, and evaporated to yield to the title compound as a beige solid which is used without further purification.